The task is: describe an organic reaction: reactants, conditions, products, and yield. This data is from the Open Reaction Database (ORD), a public repository of structured organic reaction records. Starting materials: C(C)SCC (diethylsulfide), [Al+3].[Cl-].[Cl-].[Cl-] (AlCl3), COC=1C(=CC2=C(CC3=C(C(C2)CC(=O)OCC)C=CC=C3)C1)C (ethyl (±)-10,11-dihydro-3-methoxy-2-methyl-5H-dibenzo[a,d]cycloheptene-10-acetate). The solvent is C(Cl)Cl (CH2Cl2), C(Cl)Cl (CH2Cl2). Conditions: time 2 hour. Product: OC=1C(=CC2=C(CC3=C(C(C2)CC(=O)OCC)C=CC=C3)C1)C (Ethyl (±)-10,11-dihydro-3-hydroxy-2-methyl-5H-dibenzo[a,d]cycloheptene-10-acetate). The yield is 53.7%. Reaction SMILES: C(SCC)C.[Al+3].[Cl-].[Cl-].[Cl-].C[O:11][C:12]1[C:13]([CH3:33])=[CH:14][C:15]2[CH2:21][CH:20]([CH2:22][C:23]([O:25][CH2:26][CH3:27])=[O:24])[C:19]3[CH:28]=[CH:29][CH:30]=[CH:31][C:18]=3[CH2:17][C:16]=2[CH:32]=1>C(Cl)Cl>[OH:11][C:12]1[C:13]([CH3:33])=[CH:14][C:15]2[CH2:21][CH:20]([CH2:22][C:23]([O:25][CH2:26][CH3:27])=[O:24])[C:19]3[CH:28]=[CH:29][CH:30]=[CH:31][C:18]=3[CH2:17][C:16]=2[CH:32]=1 |f:1.2.3.4|. Procedure details: To dry CH2Cl2 (30 mL) cooled in an ice bath was added diethylsulfide (0.38 mL, 3.3 mmol) followed by AlCl3 (438 mg, 3.3 mmol). To this solution was added dropwise a solution of ethyl (±)-10,11-dihydro-3-methoxy-2-methyl-5H-dibenzo[a,d]cycloheptene-10-acetate (200 mg, 0.6 mmole) in dry CH2Cl2 (6 mL), and the resulting mixture was stirred at RT for 2 hr. The reaction was quenched with 1.0 N HCl (10 mL), and the layers were separated. The organic layer was dried (MgSO4) and concentrated on the rota... Starting materials: CC(C[O-])(C)C.[K+] (Potassium 2,2-dimethylpropan-1-olate), C(C)#N (Acetonitrile), C(C)OC(=O)C1C(C1)C (ethyl-2-methylcyclopropanecarboxylate). The solvent is C1CCOC1 (THF). Conditions: time 5 minute. Yields the product CC1C(C1)C(CC#N)=O (3-(2-methylcyclopropyl)-3-oxopropanenitrile). RXN SMILES: [C:1](#[N:3])[CH3:2].CC(C)(C)C[O-].[K+].C([O:13][C:14]([CH:16]1[CH2:18][CH:17]1[CH3:19])=O)C>C1COCC1>[CH3:19][CH:17]1[CH2:18][CH:16]1[C:14](=[O:13])[CH2:2][C:1]#[N:3] |f:1.2|. Reported procedure: Acetonitrile (0.102 mL, 1.95 mmol) was dissolved in THF. Potassium 2,2-dimethylpropan-1-olate (3.44 mL, 5.85 mmol) was added, followed by addition of ethyl-2-methylcyclopropanecarboxylate (1.0 g, 7.80 mmol). After five minutes, the reaction mixture was quenched with 1N HCl and then partitioned with EtOAc. The organic layer was washed with water (3×), brine, dried over Na2SO4 and concentrated to give 3-(2-methylcyclopropyl)-3-oxopropanenitrile as an oil, which was used in the next step without fu... Starting materials: [BH4-], CCO, CC(C)=CCC1(C)C(C)CCN(Cc2ccccc2)C1C, Cl, Cl, [Na+], O=[O+][O-]. The product is CC1CCN(Cc2ccccc2)C(C)C1(C)CCO. As a reaction SMILES: [BH4-:26].[CH3:29][CH2:30][OH:31].[CH3:2][CH:3]1[N:4]([CH2:16][c:17]2[cH:18][cH:19][cH:20][cH:21][cH:22]2)[CH2:5][CH2:6][CH:7]([CH3:15])[C:8]1([CH2:9][CH:10]=[C:11]([CH3:12])[CH3:13])[CH3:14].[ClH:1].[ClH:28].[Na+:27].[O-:23][O+:24]=[O:25]>>[CH3:2][CH:3]1[N:4]([CH2:16][c:17]2[cH:18][cH:19][cH:20][cH:21][cH:22]2)[CH2:5][CH2:6][CH:7]([CH3:15])[C:8]1([CH2:9][CH2:10][OH:23])[CH3:14].